From a dataset of the Open Reaction Database (ORD), a public repository of structured organic reaction records. describe an organic reaction: reactants, conditions, products, and yield Starting materials: COC1=CC(=C(C(=O)N2C(SCC2)=S)C=C1)OCOC (N-(4-methoxy-2-methoxymethoxybenzoyl)thiazolidine-2-thion), NC=1SCCN1 (2-aminothiazoline), aqueous solution, [OH-].[Na+] (sodium hydroxide). The solvent is O1CCCC1 (tetrahydrofuran). Conditions: time 20 hour. Product: COC1=CC(=C(C(=O)NC=2SCCN2)C=C1)OCOC (2-(4-methoxy-2-methoxymethoxybenzoylamino)thiazoline). Reaction SMILES: [CH3:1][O:2][C:3]1[CH:16]=[CH:15][C:6]([C:7]([N:9]2[CH2:13][CH2:12][S:11][C:10]2=S)=[O:8])=[C:5]([O:17][CH2:18][O:19][CH3:20])[CH:4]=1.[NH2:21]C1SCCN=1.[OH-].[Na+]>O1CCCC1>[CH3:1][O:2][C:3]1[CH:16]=[CH:15][C:6]([C:7]([NH:9][C:10]2[S:11][CH2:12][CH2:13][N:21]=2)=[O:8])=[C:5]([O:17][CH2:18][O:19][CH3:20])[CH:4]=1 |f:2.3|. Reported procedure: 12.36 g of the thus produced N-(4-methoxy-2-methoxymethoxybenzoyl)thiazolidine-2-thion and 8.36 g of 2-aminothiazoline was dissolved in 150 ml of tetrahydrofuran, and the solution was agitated for 20 hours. To the solution was added 2N aqueous solution of sodium hydroxide. The mixture was extracted with methylene chloride and the extract was dried over anhydrous sodium sulfate. The solvent was distilled off in evacuated atomosphere, and the residue was subjected to column chromatography using si... The reactants are BrCC(CC)=O (1-bromo-2-butanone), OC1=CC=C(CC2C(N(C(S2)=O)C(C2=CC=CC=C2)(C2=CC=CC=C2)C2=CC=CC=C2)=O)C=C1 (5-(4-hydroxybenzyl)-3-triphenylmethylthiazolidine-2,4-dione), C([O-])([O-])=O.[Cs+].[Cs+] (cesium carbonate). Solvent: CC(=O)C (acetone). Run at time 3 hour. The product is O=C(COC1=CC=C(CC2C(N(C(S2)=O)C(C2=CC=CC=C2)(C2=CC=CC=C2)C2=CC=CC=C2)=O)C=C1)CC (5-[4-(2-Oxobutoxy) benzyl]-3-triphenylmethylthiazolidine-2,4-dione). RXN SMILES: Br[CH2:2][C:3](=[O:6])[CH2:4][CH3:5].[OH:7][C:8]1[CH:40]=[CH:39][C:11]([CH2:12][CH:13]2[S:17][C:16](=[O:18])[N:15]([C:19]([C:32]3[CH:37]=[CH:36][CH:35]=[CH:34][CH:33]=3)([C:26]3[CH:31]=[CH:30][CH:29]=[CH:28][CH:27]=3)[C:20]3[CH:25]=[CH:24][CH:23]=[CH:22][CH:21]=3)[C:14]2=[O:38])=[CH:10][CH:9]=1.C(=O)([O-])[O-].[Cs+].[Cs+]>CC(C)=O>[O:6]=[C:3]([CH2:4][CH3:5])[CH2:2][O:7][C:8]1[CH:9]=[CH:10][C:11]([CH2:12][CH:13]2[S:17][C:16](=[O:18])[N:15]([C:19]([C:32]3[CH:33]=[CH:34][CH:35]=[CH:36][CH:37]=3)([C:20]3[CH:25]=[CH:24][CH:23]=[CH:22][CH:21]=3)[C:26]3[CH:31]=[CH:30][CH:29]=[CH:28][CH:27]=3)[C:14]2=[O:38])=[CH:39][CH:40]=1 |f:2.3.4|. Reported procedure: A mixture of 7.37 ml of 1-bromo-2-butanone, 20.0 g of 5-(4-hydroxybenzyl)-3-triphenylmethylthiazolidine-2,4-dione, 21.18 g of cesium carbonate and 200 ml of anhydrous acetone was stirred at room temperature for 3 hours. At the end of this time, the acetone was removed by evaporation under reduced pressure, water was added to the residue, and the mixture was extracted with ethyl acetate. The extract was washed with an aqueous solution of sodium chloride and then dried over anhydrous sodium sulfat... Starting materials: FC1=C(OC2=C(C=C(C=C2)[N+](=O)[O-])C=2NC(=C3C(NN=CC32)=O)C)C=CC(=C1)F (5-(2-(2,4-difluorophenoxy)-5-nitrophenyl)-7-methyl-2,6-dihydro-1H-pyrrolo[3,4-d]pyridazin-1-one), [H][H] (hydrogen). Reagents/catalysts: [Pd] (palladium on carbon). Solvent: C(C)(=O)OCC (ethyl acetate). Run at time 16 hour. Yields the product NC=1C=CC(=C(C1)C=1NC(=C2C(NN=CC21)=O)C)OC2=C(C=C(C=C2)F)F (5-[5-amino-2-(2,4-difluorophenoxy)phenyl]-7-methyl-2,6-dihydro-1H-pyrrolo[3,4-d]pyridazin-1-one). Yield: 73302.5%. As a reaction SMILES: [F:1][C:2]1[CH:28]=[C:27]([F:29])[CH:26]=[CH:25][C:3]=1[O:4][C:5]1[CH:10]=[CH:9][C:8]([N+:11]([O-])=O)=[CH:7][C:6]=1[C:14]1[NH:15][C:16]([CH3:24])=[C:17]2[C:22]=1[CH:21]=[N:20][NH:19][C:18]2=[O:23].[H][H]>[Pd].C(OCC)(=O)C>[NH2:11][C:8]1[CH:9]=[CH:10][C:5]([O:4][C:3]2[CH:25]=[CH:26][C:27]([F:29])=[CH:28][C:2]=2[F:1])=[C:6]([C:14]2[NH:15][C:16]([CH3:24])=[C:17]3[C:22]=2[CH:21]=[N:20][NH:19][C:18]3=[O:23])[CH:7]=1. Procedure: A mixture of Example 78b (80 mg, 0.20 mmol) and 10% palladium on carbon (42.7 mg, 0.040 mmol) in ethyl acetate (20 mL) was treated with a balloon of hydrogen gas. The reaction mixture was stirred at ambient temperature for 16 hours. The solid was removed by filtration, and the filtrate was concentrated. The residue was purified by flash chromatography (silica gel, 2-6% methanol in dichloromethane) to afford the title compound (54 g, 73%). 1 H NMR (300 MHz, DMSO-d6) δ 12.35 (s, 1 H) 11.34 (s, 1 H... Reactants: Cl (hydrogen chloride), FC1=CC=C(C=C1)CC1CCC2(OCCO2)CC1 (8-[(4-fluorophenyl)methyl]-1,4-dioxaspiro[4.5]decane), Cl (hydrogen chloride). The solvent is C1CCOC1 (THF), O (water). Yields the product FC1=CC=C(C=C1)CC1CCC(CC1)=O (4-[(4-fluorophenyl)methyl]-cyclohexanone). Yield: 64.6%. RXN SMILES: [F:1][C:2]1[CH:7]=[CH:6][C:5]([CH2:8][CH:9]2[CH2:18][CH2:17][C:12]3(OCC[O:13]3)[CH2:11][CH2:10]2)=[CH:4][CH:3]=1.Cl>C1COCC1.O>[F:1][C:2]1[CH:3]=[CH:4][C:5]([CH2:8][CH:9]2[CH2:18][CH2:17][C:12](=[O:13])[CH2:11][CH2:10]2)=[CH:6][CH:7]=1. Procedure details: To a stirring solution of 8-[(4-fluorophenyl)methyl]-1,4-dioxaspiro[4.5]decane (18 g, 72 mmol) in 100 mL of THF was added 1 M hydrogen chloride in water (70 mL) followed by conc hydrogen chloride (50 mL). The reaction was heated to reflux for 5 h and then cooled to room temperature. The reaction was conc in vacuo to 120 mL and then extracted with ethyl acetate (3×100 mL). The organic layers were combined, washed with sat sodium bicarbonate, brine, dried over sodium sulfate, and conc in vacuo to ... Reactants: ClC1=CC=C(C=C1)N1C(C(=C(C1=O)C1=CC=CC=C1)C1=CC=CC=C1)=O (1-(4-chlorophenyl)-3,4-diphenyl-1H-pyrrole-2,5-dione). Solvent: CO (methanol), [BH4-].[Na+] (NaBH4), acetone ice. The product is OC1C(=C(C(N1C1=CC=CC=C1)=O)C1=CC=CC=C1)C1=CC=CC=C1 (5-hydroxy-1,3,4-triphenyl-1H-pyrrol-2(5H)-one). As a reaction SMILES: Cl[C:2]1[CH:7]=[CH:6][C:5]([N:8]2[C:12](=[O:13])[C:11]([C:14]3[CH:19]=[CH:18][CH:17]=[CH:16][CH:15]=3)=[C:10]([C:20]3[CH:25]=[CH:24][CH:23]=[CH:22][CH:21]=3)[C:9]2=[O:26])=[CH:4][CH:3]=1>CO.[BH4-].[Na+]>[OH:13][CH:12]1[N:8]([C:5]2[CH:6]=[CH:7][CH:2]=[CH:3][CH:4]=2)[C:9](=[O:26])[C:10]([C:20]2[CH:21]=[CH:22][CH:23]=[CH:24][CH:25]=2)=[C:11]1[C:14]1[CH:19]=[CH:18][CH:17]=[CH:16][CH:15]=1 |f:2.3|. Procedure: After the addition of compound 4e (1.00 g, 2.78 mmol) in methanol, NaBH4 was slowly added thereto in acetone-ice bath and the agitation for 3 hours was carried out at room temperature. After the identification of disappearance of compound 4e with TLC, quenching was carried out with in HCL aqueous solution in the ice bath. Then, three times extractions were carried out with EA and three times washings were carried out with brine. Water was removed by using Na2SO4, solvents were removed and then, ...